The task is: describe an organic reaction: reactants, conditions, products, and yield. This data is from the Open Reaction Database (ORD), a public repository of structured organic reaction records. The reactants are Brc1cc2nccc(Nc3ccc4[nH]ccc4c3)c2s1, CSc1ccc(B(O)O)cc1, CS(C)=O. Yields the product CSc1ccc(-c2cc3nccc(Nc4ccc5[nH]ccc5c4)c3s2)cc1. RXN SMILES: [Br:12][c:13]1[cH:14][c:15]2[n:16][cH:17][cH:18][c:19]([NH:22][c:23]3[cH:24][c:25]4[cH:26][cH:27][nH:28][c:29]4[cH:30][cH:31]3)[c:20]2[s:21]1.[CH3:1][S:2][c:3]1[cH:4][cH:5][c:6]([B:9]([OH:10])[OH:11])[cH:7][cH:8]1.[CH3:32][S:33]([CH3:34])=[O:35]>>[CH3:1][S:2][c:3]1[cH:4][cH:5][c:6](-[c:13]2[cH:14][c:15]3[n:16][cH:17][cH:18][c:19]([NH:22][c:23]4[cH:24][c:25]5[cH:26][cH:27][nH:28][c:29]5[cH:30][cH:31]4)[c:20]3[s:21]2)[cH:7][cH:8]1. Reactants: O1CCNC2=C1C=C(C=C2)OC2=C1C3=C(C(NC1=NC=C2)=O)C=CC=C3 (1-(3,4-Dihydro-2H-benzo[1,4]oxazin-7-yloxy)-5H-benzo[c][1,8]naphthyridin-6-one), N(=C=O)C1=CC(=CC=C1)C(F)(F)F (1-isocyanato-3-trifluoromethyl-benzene). Product: FC(C=1C=C(C=CC1)NC(=O)N1CCOC2=C1C=CC(=C2)OC2=C1C3=C(C(NC1=NC=C2)=O)C=CC=C3)(F)F (7-(6-Oxo-5,6-dihydro-benzo[c][1,8]naphthyridin-1-yloxy)-2,3-dihydro-benzo[1,4]oxazine-4-carboxylic acid (3-trifluoromethyl-phenyl)-amide). Yield: 22.8%. RXN SMILES: [O:1]1[C:6]2[CH:7]=[C:8]([O:11][C:12]3[CH:21]=[CH:20][N:19]=[C:18]4[C:13]=3[C:14]3[CH:26]=[CH:25][CH:24]=[CH:23][C:15]=3[C:16](=[O:22])[NH:17]4)[CH:9]=[CH:10][C:5]=2[NH:4][CH2:3][CH2:2]1.[N:27]([C:30]1[CH:35]=[CH:34][CH:33]=[C:32]([C:36]([F:39])([F:38])[F:37])[CH:31]=1)=[C:28]=[O:29]>>[F:37][C:36]([F:38])([F:39])[C:32]1[CH:31]=[C:30]([NH:27][C:28]([N:4]2[C:5]3[CH:10]=[CH:9][C:8]([O:11][C:12]4[CH:21]=[CH:20][N:19]=[C:18]5[C:13]=4[C:14]4[CH:26]=[CH:25][CH:24]=[CH:23][C:15]=4[C:16](=[O:22])[NH:17]5)=[CH:7][C:6]=3[O:1][CH2:2][CH2:3]2)=[O:29])[CH:35]=[CH:34][CH:33]=1. Procedure: The title compound was synthesized according to the procedure described for the preparation of Example 221 using 218 (50 mg, 0.14 mmol) and 1-isocyanato-3-trifluoromethyl-benzene (41 mg, 0.22 mmol) to provide 224 (17 mg, 22% yield) as a tan solid. LC-MS (M+H=533, obsd.=533). Starting materials: [Si](C)(C)(C(C)(C)C)O[C@@H](CNCCCCCCCCNC(=O)C=1C=C(C=CC1)S(=O)(=O)C=1C=C2C(=C(C=NC2=C(C1)C)C(=O)N)NC1=CC(=CC=C1)OC)C1=C2C=CC(NC2=C(C=C1)O)=O ((R)-6-[[3-[[8-[[2-[(tert-Butyldimethylsilyl)oxy]-2-(8-hydroxy-2-oxo-1,2-dihydroquinolin-5-yl]ethyl]amino]octyl]carbamoyl]phenyl]sulfonyl]-4-[(3-methoxyphenyl)amino]-8-methylquinoline-3-carboxamide), C45H64N5O8SSi, NC[C@H](O[Si](C)(C)C(C)(C)C)C1=CC(=CC2=C1OCC(N2)=O)O ((R)-8-(2-amino-1-((tert-butyldimethylsilyl)oxy)ethyl)-6-hydroxy-2H-benzo[b][1,4]oxazin-3(4H)-one), COC=1C=C(C=CC1)NC1=C(C=NC2=C(C=C(C=C12)S(=O)(=O)CCCCCCCCCCC=O)C)C(=O)N (4-((3-methoxyphenyl)amino)-8-methyl-6-((11-oxoundecyl)sulfonyl)quinoline-3-carboxamide). The product is [Si](C)(C)(C(C)(C)C)O[C@@H](CNCCCCCCCCCCCS(=O)(=O)C=1C=C2C(=C(C=NC2=C(C1)C)C(=O)N)NC1=CC(=CC=C1)OC)C1=CC(=CC2=C1OCC(N2)=O)O ((R)-6-((11-((2-((tert-butyldimethylsilyl)oxy)-2-(6-hydroxy-3-oxo-3,4-dihydro-2H-benzo[b][1,4]oxazin-8-yl)ethyl)amino)undecyl)sulfonyl)-4-((3-methoxyphenyl)amino)-8-methylquinoline-3-carboxamide). RXN SMILES: [Si](O[C@H](C1C=CC(O)=C2C=1C=CC(=O)N2)CNCCCCCCCCNC(C1C=C(S(C2C=C3C(=C(C)C=2)N=CC(C(N)=O)=C3NC2C=CC=C(OC)C=2)(=O)=O)C=CC=1)=O)(C(C)(C)C)(C)C.[NH2:67][CH2:68][C@@H:69]([C:78]1[C:83]2[O:84][CH2:85][C:86](=[O:88])[NH:87][C:82]=2[CH:81]=[C:80]([OH:89])[CH:79]=1)[O:70][Si:71]([C:74]([CH3:77])([CH3:76])[CH3:75])([CH3:73])[CH3:72].[CH3:90][O:91][C:92]1[CH:93]=[C:94]([NH:98][C:99]2[C:108]3[C:103](=[C:104]([CH3:124])[CH:105]=[C:106]([S:109]([CH2:112][CH2:113][CH2:114][CH2:115][CH2:116][CH2:117][CH2:118][CH2:119][CH2:120][CH2:121][CH:122]=O)(=[O:111])=[O:110])[CH:107]=3)[N:102]=[CH:101][C:100]=2[C:125]([NH2:127])=[O:126])[CH:95]=[CH:96][CH:97]=1>>[Si:71]([O:70][C@H:69]([C:78]1[C:83]2[O:84][CH2:85][C:86](=[O:88])[NH:87][C:82]=2[CH:81]=[C:80]([OH:89])[CH:79]=1)[CH2:68][NH:67][CH2:122][CH2:121][CH2:120][CH2:119][CH2:118][CH2:117][CH2:116][CH2:115][CH2:114][CH2:113][CH2:112][S:109]([C:106]1[CH:107]=[C:108]2[C:103](=[C:104]([CH3:124])[CH:105]=1)[N:102]=[CH:101][C:100]([C:125]([NH2:127])=[O:126])=[C:99]2[NH:98][C:94]1[CH:95]=[CH:96][CH:97]=[C:92]([O:91][CH3:90])[CH:93]=1)(=[O:111])=[O:110])([C:74]([CH3:77])([CH3:75])[CH3:76])([CH3:73])[CH3:72]. Procedure: The title compound was synthesized in a manner analogous to that described for Intermediate 148, using (R)-8-(2-amino-1-((tert-butyldimethylsilyl)oxy)ethyl)-6-hydroxy-2H-benzo[b][1,4]oxazin-3(4H)-one in place of Intermediate 2 and Intermediate 126 in place of Intermediate 112. ES/MS calcd. for C45H64N5O8SSi+ 862.4. Found m/z=862.6 (M+H)+. Starting materials: C(C)OC(\C=C(/C1=CC=CC=C1)\C1=CC=C(C=C1)Br)=O ((E)-3-(4-bromo-phenyl)-3-phenyl-acrylic acid ethyl ester), CN(CC#C)C (dimethyl-prop-2-ynyl-amine), ClCCl (dichloromethane), 60. The reagents and catalysts are [Pd](Cl)Cl.C1(=CC=CC=C1)P(C1=CC=CC=C1)C1=CC=CC=C1.C1(=CC=CC=C1)P(C1=CC=CC=C1)C1=CC=CC=C1 (bis(triphenylphosphine) palladium(II) chloride), [Cu]I (copper(I) iodide). Run in C(C)N(CC)CC (triethylamine). The product is C(C)OC(\C=C(/C1=CC=CC=C1)\C1=CC=C(C=C1)C#CCN(C)C)=O ((E)-3-[4-(3-dimethylamino-prop-1-ynyl)-phenyl]-3-phenyl-acrylic acid ethyl ester). Reaction SMILES: [CH2:1]([O:3][C:4](=[O:20])/[CH:5]=[C:6](/[C:13]1[CH:18]=[CH:17][C:16](Br)=[CH:15][CH:14]=1)\[C:7]1[CH:12]=[CH:11][CH:10]=[CH:9][CH:8]=1)[CH3:2].[CH3:21][N:22]([CH3:26])[CH2:23][C:24]#[CH:25].ClCCl>C(N(CC)CC)C.[Pd](Cl)Cl.C1(P(C2C=CC=CC=2)C2C=CC=CC=2)C=CC=CC=1.C1(P(C2C=CC=CC=2)C2C=CC=CC=2)C=CC=CC=1.[Cu]I>[CH2:1]([O:3][C:4](=[O:20])/[CH:5]=[C:6](/[C:13]1[CH:18]=[CH:17][C:16]([C:25]#[C:24][CH2:23][N:22]([CH3:26])[CH3:21])=[CH:15][CH:14]=1)\[C:7]1[CH:12]=[CH:11][CH:10]=[CH:9][CH:8]=1)[CH3:2] |f:4.5.6|. Reported procedure: A solution of (E)-3-(4-bromo-phenyl)-3-phenyl-acrylic acid ethyl ester (0.728 g, 2.2 mmol), dimethyl-prop-2-ynyl-amine (0.56 ml, 6.58 mmol), bis(triphenylphosphine) palladium(II) chloride (0.061 g, 0.088 mmol), copper(I) iodide (1.25 mg, 0.0065 mmol) in dry triethylamine (7 ml) were heated to 100° C. by microwave irradiation for 20 min. To the cooled reaction mixture was added dichloromethane (20 ml) and silica gel Fluka 60 (5 g) and the reaction mixture was evaporated in vacuo. The residue was ... The reactants are ClC1=NC=NC2=CC(=CC=C12)[N+](=O)[O-] (4-Chloro-7-nitroquinazoline), C(#C)C=1C=C(N)C=CC1 (3-ethynylaniline). Run in C(C)(C)(C)O (tert-butyl alcohol). The product is Cl.C(#C)C=1C=C(C=CC1)NC1=NC=NC2=CC(=CC=C12)[N+](=O)[O-] ((3-Ethynylphenyl)-(7-nitroquinazolin-4-yl)-amine Hydrochloride). Reaction SMILES: [Cl:1][C:2]1[C:11]2[C:6](=[CH:7][C:8]([N+:12]([O-:14])=[O:13])=[CH:9][CH:10]=2)[N:5]=[CH:4][N:3]=1.[C:15]([C:17]1[CH:18]=[C:19]([CH:21]=[CH:22][CH:23]=1)[NH2:20])#[CH:16]>C(O)(C)(C)C>[ClH:1].[C:15]([C:17]1[CH:18]=[C:19]([NH:20][C:2]2[C:11]3[C:6](=[CH:7][C:8]([N+:12]([O-:14])=[O:13])=[CH:9][CH:10]=3)[N:5]=[CH:4][N:3]=2)[CH:21]=[CH:22][CH:23]=1)#[CH:16] |f:3.4|. Reported procedure: 4-Chloro-7-nitroquinazoline (7.97 g, 38.0 mmol) and 3-ethynylaniline (4.54 g, 38.8 mmol) were refluxed in 125 mL of tert-butyl alcohol for 3 hours, cooled to room temperature and filtered to afford the title product as a solid which was washed with 10 mL of isopropyl alcohol and dried in vacuo at 70° C., 9.95 g (80%); mp 209°-210° C. dec. The reactants are ClC1=C(C(=O)C2=C(SC(=C2)CC)N2C(=NN=C2C)CNC(=O)CN2C=C(C3=CC=CC=C23)C(=O)OC(C)(C)C)C=CC=C1 (tert-Butyl 1-((4-(3-(2-chlorobenzoyl)-5-ethylthiophen-2-yl)-5-methyl[1,2,4]triazol-3-yl)methylcarbamoylmethyl)indole-3-carboxylate). Solvent: C(=O)O (formic acid). Run at time 1 day. Yields the product ClC1=C(C(=O)C2=C(SC(=C2)CC)N2C(=NN=C2C)CNC(=O)CN2C=C(C3=CC=CC=C23)C(=O)O)C=CC=C1 (1-((4-(3-(2-chlorobenzoyl)-5-ethylthiophen-2-yl)-5-methyl[1,2,4]triazol-3-yl)methylcarbamoylmethyl)indole-3-carboxylic acid). The yield is 40.5%. RXN SMILES: [Cl:1][C:2]1[CH:43]=[CH:42][CH:41]=[CH:40][C:3]=1[C:4]([C:6]1[CH:10]=[C:9]([CH2:11][CH3:12])[S:8][C:7]=1[N:13]1[C:17]([CH3:18])=[N:16][N:15]=[C:14]1[CH2:19][NH:20][C:21]([CH2:23][N:24]1[C:32]2[C:27](=[CH:28][CH:29]=[CH:30][CH:31]=2)[C:26]([C:33]([O:35]C(C)(C)C)=[O:34])=[CH:25]1)=[O:22])=[O:5]>C(O)=O>[Cl:1][C:2]1[CH:43]=[CH:42][CH:41]=[CH:40][C:3]=1[C:4]([C:6]1[CH:10]=[C:9]([CH2:11][CH3:12])[S:8][C:7]=1[N:13]1[C:17]([CH3:18])=[N:16][N:15]=[C:14]1[CH2:19][NH:20][C:21]([CH2:23][N:24]1[C:32]2[C:27](=[CH:28][CH:29]=[CH:30][CH:31]=2)[C:26]([C:33]([OH:35])=[O:34])=[CH:25]1)=[O:22])=[O:5]. Procedure: tert-Butyl 1-((4-(3-(2-chlorobenzoyl)-5-ethylthiophen-2-yl)-5-methyl[1,2,4]triazol-3-yl)methylcarbamoylmethyl)indole-3-carboxylate (500 mg) was dissolved in formic acid (5 ml), and the solution was allowed to stand for one day. The reaction mixture was concentrated, and the obtained residue was crystallized from ethyl acetate to give 184 mg of 1-((4-(3-(2-chlorobenzoyl)-5-ethylthiophen-2-yl)-5-methyl[1,2,4]triazol-3-yl)methylcarbamoylmethyl)indole-3-carboxylic acid.